Task: describe an organic reaction: reactants, conditions, products, and yield. Dataset: the Open Reaction Database (ORD), a public repository of structured organic reaction records Starting materials: COC1=CC=C2C(=C(NC2=C1)C(=O)OC)[N+](=O)[O-] (methyl 6-methoxy-3-nitroindole-2-carboxylate), C(=O)([O-])[O-].[K+].[K+] (K2CO3), C(C)(=O)OCC (ethyl acetate), Cl (HCl). The solvent is C(C)O (ethanol), O (water), hexanes. Run at temperature 40 celsius, time 4 hour. The product is COC1=CC=C2C(=C(NC2=C1)C(=O)O)[N+](=O)[O-] (6-Methoxy-3-nitroindole-2-carboxylic acid). RXN SMILES: [CH3:1][O:2][C:3]1[CH:11]=[C:10]2[C:6]([C:7]([N+:16]([O-:18])=[O:17])=[C:8]([C:12]([O:14]C)=[O:13])[NH:9]2)=[CH:5][CH:4]=1.C([O-])([O-])=O.[K+].[K+].Cl.C(OCC)(=O)C>C(O)C.O>[CH3:1][O:2][C:3]1[CH:11]=[C:10]2[C:6]([C:7]([N+:16]([O-:18])=[O:17])=[C:8]([C:12]([OH:14])=[O:13])[NH:9]2)=[CH:5][CH:4]=1 |f:1.2.3|. Reported procedure: To a solution of methyl 6-methoxy-3-nitroindole-2-carboxylate (step 1) in ethanol (10 ml) and water(5 ml) was added K2CO3 and the mixture was stirred for 4 hr at 40° C. The mixture was acidified with 2N HCl and extracted with ethyl acetate (20 ml×2). The organic layer was washed with brine (10 ml) and dried (MgSO4). Removal of solvent gave product as an oil. tlc: Rf=0.1 (50% ethyl acetate in hexanes)